From a dataset of the Open Reaction Database (ORD), a public repository of structured organic reaction records. describe an organic reaction: reactants, conditions, products, and yield The reactants are C1C=CN(C=C1C(=O)N)C2C(C(C(O2)COP(=O)([O-])OP(=O)([O-])OCC3C(C(C(O3)N4C=NC5=C4N=CN=C5N)OP(=O)([O-])[O-])O)O)O.[Na+].[Na+].[Na+].[Na+] (tetrasodium), [Na][Na] (disodium), C1(=CC=C(C=2C(=CC=C(C12)C(=O)O)C(=O)O)C(=O)O)C(=O)O (naphthalene-1,4,5,8-tetracarboxylic acid), Cl (hydrochloric acid). Solvent: O (water). Conditions: time 3 hour. Yields the product C12=CC=C(C=3C(=CC=C(C13)C(=O)OC2=O)C(=O)O)C(=O)O (naphthalene-1,4,5,8-tetracarboxylic acid 1,8-monoanhydride). Yield: 97.0%. As a reaction SMILES: C1C(C(N)=O)=CN(C2OC(COP(OP(OCC3OC(N4C5N=CN=C(N)C=5N=C4)C(OP([O-])([O-])=O)C3O)([O-])=O)([O-])=O)C(O)C2O)C=C1.[Na+].[Na+].[Na+].[Na+].[C:53]1([C:72]([OH:74])=[O:73])[C:62]2[C:61]([C:63]([OH:65])=[O:64])=[CH:60][CH:59]=[C:58]([C:66]([OH:68])=[O:67])[C:57]=2[C:56]([C:69]([OH:71])=O)=[CH:55][CH:54]=1.Cl.[Na][Na]>O>[C:58]12[C:66](=[O:68])[O:67][C:69](=[O:71])[C:56]3[C:57]1=[C:62]([C:53]([C:72]([OH:74])=[O:73])=[CH:54][CH:55]=3)[C:61]([C:63]([OH:65])=[O:64])=[CH:60][CH:59]=2 |f:0.1.2.3.4|. Procedure: The suspension, present after the letting down, of the tetrasodium salt of naphthalene-1,4,5,8-tetracarboxylic acid (called NTC below) was brought to a pH of 4.8-4.5 with about 150 g of a 31% strength hydrochloric acid at a temperature of 20° to 30° C. The mixture was subsequently stirred at 20° to 30° C. and pH 4.8 to 4.5 for 3 hours, until the disodium salt of NTC, which is sparingly soluble in water, had formed. The solid was then rapidly filtered off with suction. The filter cake was introdu... The reactants are 1-(di-1-pyrrolidinylmethylene)-1H-benzotriazolium 3-oxide hexafluorophosphate, FC1(C(N(C2=C(N(C1)CCC1=CC=CC=C1)N=C(N=C2)NC2=C(C=C(C(=O)O)C=C2)OC)C)=O)F (4-(7,7-difluoro-5-methyl-6-oxo-9-phenethyl-6,7,8,9-tetrahydro-5H-pyrimido[4,5-b][1,4]diazepin-2-ylamino)-3-methoxy-benzoic acid), C(C)N(C(C)C)C(C)C (ethyldiisopropyl amine), CN(CCCN)C (N,N-dimethyl-propane-1,3-diamine). Solvent: CN(C=O)C (dimethylformamide), ice water. Conditions: time 1 hour. The product is FC1(C(N(C2=C(N(C1)CCC1=CC=CC=C1)N=C(N=C2)NC2=C(C=C(C(=O)NCCCN(C)C)C=C2)OC)C)=O)F (4-(7,7-difluoro-5-methyl-6-oxo-9-phenethyl-6,7,8,9-tetrahydro-5H-pyrimido[4,5-b][1,4]diazepin-2-ylamino)-N-(3-dimethylamino-propyl)-3-methoxy-benzamide). The yield is 46.6%. As a reaction SMILES: [F:1][C:2]1([F:35])[CH2:8][N:7]([CH2:9][CH2:10][C:11]2[CH:16]=[CH:15][CH:14]=[CH:13][CH:12]=2)[C:6]2[N:17]=[C:18]([NH:21][C:22]3[CH:30]=[CH:29][C:25]([C:26](O)=[O:27])=[CH:24][C:23]=3[O:31][CH3:32])[N:19]=[CH:20][C:5]=2[N:4]([CH3:33])[C:3]1=[O:34].C(N(C(C)C)C(C)C)C.[CH3:45][N:46]([CH3:51])[CH2:47][CH2:48][CH2:49][NH2:50]>CN(C)C=O>[F:35][C:2]1([F:1])[CH2:8][N:7]([CH2:9][CH2:10][C:11]2[CH:16]=[CH:15][CH:14]=[CH:13][CH:12]=2)[C:6]2[N:17]=[C:18]([NH:21][C:22]3[CH:30]=[CH:29][C:25]([C:26]([NH:50][CH2:49][CH2:48][CH2:47][N:46]([CH3:51])[CH3:45])=[O:27])=[CH:24][C:23]=3[O:31][CH3:32])[N:19]=[CH:20][C:5]=2[N:4]([CH3:33])[C:3]1=[O:34]. Reported procedure: To a mixture of 0.08 g (0.17 mmole) of 4-(7,7-difluoro-5-methyl-6-oxo-9-phenethyl-6,7,8,9-tetrahydro-5H-pyrimido[4,5-b][1,4]diazepin-2-ylamino)-3-methoxy-benzoic acid (I-275), 0.12 mL (0.64 mmole) of ethyldiisopropyl amine and 0.019 g (0.19 mmole) of N,N-dimethyl-propane-1,3-diamine in 2.0 mL of dimethylformamide was added 0.079 g (0.19 mmole) of 1-(di-1-pyrrolidinylmethylene)-1H-benzotriazolium 3-oxide hexafluorophosphate. The mixture was stirred at room temperature for 1 hour, then diluted wit... The reactants are Cl (hydrochloride), COC(C1=CC(=CC=C1)/C=C\1/C[C@H]([C@H](CC1)CN(C)C)C1=CC(=CC=C1)O)=O (rac-cis-E-3-[4-dimethylaminomethyl-3-(3-hydroxy-phenyl)-cyclohexylidenmethyl]-benzoic acid methyl ester), Cl (hydrochloride). The product is COC(C1=CC(=CC=C1)\C=C\1/C[C@H]([C@H](CC1)CN(C)C)C1=CC(=CC=C1)O)=O (rac-cis-Z-3-[4-Dimethylaminomethyl-3-(3-hydroxy-phenyl)-cyclohexylidenmethyl]-benzoic acid methyl ester). Reaction SMILES: Cl.[CH3:2][O:3][C:4](=[O:29])[C:5]1[CH:10]=[CH:9][CH:8]=[C:7](/[CH:11]=[C:12]2/[CH2:13][C@@H:14]([C:22]3[CH:27]=[CH:26][CH:25]=[C:24]([OH:28])[CH:23]=3)[C@@H:15]([CH2:18][N:19]([CH3:21])[CH3:20])[CH2:16][CH2:17]/2)[CH:6]=1>>[CH3:2][O:3][C:4](=[O:29])[C:5]1[CH:10]=[CH:9][CH:8]=[C:7](/[CH:11]=[C:12]2\[CH2:13][C@@H:14]([C:22]3[CH:27]=[CH:26][CH:25]=[C:24]([OH:28])[CH:23]=3)[C@@H:15]([CH2:18][N:19]([CH3:21])[CH3:20])[CH2:16][CH2:17]\2)[CH:6]=1. Procedure details: hydrochloride (51) and rac-cis-E-3-[4-dimethylaminomethyl-3-(3-hydroxy-phenyl)-cyclohexylidenmethyl]-benzoic acid methyl ester; hydrochloride (50) Reactants: N#Cc1cccc2c1CN(C(CCC(N)=O)C(=O)O)C2=O, CC#N. The product is N#Cc1cccc2c1CN(C1CCC(=O)NC1=O)C2=O. As a reaction SMILES: [C:1](#[N:2])[c:3]1[c:4]2[c:8]([cH:9][cH:10][cH:11]1)[C:7](=[O:12])[N:6]([CH:13]([C:14](=[O:15])[OH:16])[CH2:17][CH2:18][C:19]([NH2:20])=[O:21])[CH2:5]2.[CH3:22][C:23]#[N:24]>>[C:1](#[N:2])[c:3]1[c:4]2[c:8]([cH:9][cH:10][cH:11]1)[C:7](=[O:12])[N:6]([CH:13]1[C:14](=[O:15])[NH:20][C:19](=[O:21])[CH2:18][CH2:17]1)[CH2:5]2.